Dataset: the Open Reaction Database (ORD), a public repository of structured organic reaction records. Task: describe an organic reaction: reactants, conditions, products, and yield Starting materials: [H-].[Na+] (sodium hydride), CI (methyl iodide), [OH-].[K+] (potassium hydroxide), N1C=CC2=CC=C(C=C12)C(=O)O (indole-6-carboxylic acid). Solvent: CN(C)C=O (DMF), O (water). Run at time 1 hour. Product: CN1C=CC2=CC=C(C=C12)C(=O)O (1-methylindole-6-carboxylic acid). Isolated yield 214.4%. Reaction SMILES: [NH:1]1[C:9]2[C:4](=[CH:5][CH:6]=[C:7]([C:10]([OH:12])=[O:11])[CH:8]=2)[CH:3]=[CH:2]1.[H-].[Na+].[CH3:15]I.[OH-].[K+]>CN(C=O)C.O>[CH3:15][N:1]1[C:9]2[C:4](=[CH:5][CH:6]=[C:7]([C:10]([OH:12])=[O:11])[CH:8]=2)[CH:3]=[CH:2]1 |f:1.2,4.5|. Procedure details: In a similar manner to Step 1 of Reference Example 12, indole-6-carboxylic acid (200 mg, 1.24 mmol) was dissolved in DMF (2 mL), and the solution was treated with 60% sodium hydride-mineral oil dispersant (109 mg, 2.71 mmol), methyl iodide (0.258 mL, 0.410 mmol) and 4 mol/L aqueous potassium hydroxide solution (2 mL). The reaction mixture was added with water and separated into aqueous layer and organic layer, and the organic layer was removed. The aqueous layer was added with 1 mol/L hydrochlor... The reactants are O=C1SCC(N1NS(=O)(=O)C)=O (N-(2,4-dioxothiazolidin-3-yl)methanesulfonamide), ClC1=CC(=C(CN2N=C(C3=CC(=CC=C23)C=O)C)C=C1)C(F)(F)F (1-[4-chloro-2-(trifluoromethyl)benzyl]-3-methyl-1H-indazol-5-carbaldehyde). The product is ClC1=CC(=C(CN2N=C(C3=CC(=CC=C23)\C=C/2\C(N(C(S2)=O)NS(=O)(=O)C)=O)C)C=C1)C(F)(F)F (N-[(5Z)-5-({1-[4-Chloro-2-(trifluoromethyl)benzyl]-3-methyl-1H-indazol-5-yl}methylidene)-2,4-dioxo-1,3-thiazolidin-3-yl]methanesulfonamide). RXN SMILES: [O:1]=[C:2]1[N:6]([NH:7][S:8]([CH3:11])(=[O:10])=[O:9])[C:5](=[O:12])[CH2:4][S:3]1.[Cl:13][C:14]1[CH:32]=[CH:31][C:17]([CH2:18][N:19]2[C:27]3[C:22](=[CH:23][C:24]([CH:28]=O)=[CH:25][CH:26]=3)[C:21]([CH3:30])=[N:20]2)=[C:16]([C:33]([F:36])([F:35])[F:34])[CH:15]=1>>[Cl:13][C:14]1[CH:32]=[CH:31][C:17]([CH2:18][N:19]2[C:27]3[C:22](=[CH:23][C:24](/[CH:28]=[C:4]4/[C:5](=[O:12])[N:6]([NH:7][S:8]([CH3:11])(=[O:10])=[O:9])[C:2](=[O:1])[S:3]/4)=[CH:25][CH:26]=3)[C:21]([CH3:30])=[N:20]2)=[C:16]([C:33]([F:34])([F:36])[F:35])[CH:15]=1. Procedure details: N-[(5Z)-5-({1-[4-Chloro-2-(trifluoromethyl)benzyl]-3-methyl-1H-indazol-5-yl}methylidene)-2,4-dioxo-1,3-thiazolidin-3-yl]methanesulfonamide was prepared from N-(2,4-dioxothiazolidin-3-yl)methanesulfonamide (from Example 360) and 1-[4-chloro-2-(trifluoromethyl)benzyl]-3-methyl-1H-indazol-5-carbaldehyde (from Example 36) following General Procedure E.